Dataset: the Open Reaction Database (ORD), a public repository of structured organic reaction records. Task: describe an organic reaction: reactants, conditions, products, and yield Reactants: O=C1CCC(=O)N1Br, C1CCOC1, Cn1nccc1-c1cc(C(=O)NC(CNC(=O)OC(C)(C)C)Cc2ccccc2C(F)(F)F)sc1Cl. The product is Cn1ncc(Br)c1-c1cc(C(=O)NC(CNC(=O)OC(C)(C)C)Cc2ccccc2C(F)(F)F)sc1Cl. Reaction SMILES: [Br:37][N:38]1[C:39](=[O:40])[CH2:41][CH2:42][C:43]1=[O:44].[CH2:45]1[O:46][CH2:47][CH2:48][CH2:49]1.[Cl:1][c:2]1[c:3](-[c:31]2[cH:32][cH:33][n:34][n:35]2[CH3:36])[cH:4][c:5]([C:7](=[O:8])[NH:9][CH:10]([CH2:11][NH:12][C:13]([O:14][C:15]([CH3:16])([CH3:17])[CH3:18])=[O:19])[CH2:20][c:21]2[c:22]([C:27]([F:28])([F:29])[F:30])[cH:23][cH:24][cH:25][cH:26]2)[s:6]1>>[Cl:1][c:2]1[c:3](-[c:31]2[c:32]([Br:37])[cH:33][n:34][n:35]2[CH3:36])[cH:4][c:5]([C:7](=[O:8])[NH:9][CH:10]([CH2:11][NH:12][C:13]([O:14][C:15]([CH3:16])([CH3:17])[CH3:18])=[O:19])[CH2:20][c:21]2[c:22]([C:27]([F:28])([F:29])[F:30])[cH:23][cH:24][cH:25][cH:26]2)[s:6]1. Starting materials: C([O-])([O-])=O.[K+].[K+] (potassium carbonate), ClC1=CC=C(C=C1)C(C(=O)O)(CC)CN1N=CN=C1 (2-(4-chlorophenyl)-2-[(1,2,4-triazol-1-yl)methyl]-butanoic acid), C(C1=CC=CC=C1)Br (benzyl bromide). Solvent: C(C)C(=O)C (methyl ethyl ketone). Conditions: time 30 minute. The product is ClC1=CC=C(C=C1)C(C(=O)OCC1=CC=CC=C1)(CC)CN1N=CN=C1 (Benzyl 2-(4-chlorophenyl)-2-[(1,2,4-triazol-1-yl)methyl]butyrate). The yield is 76.8%. Reaction SMILES: [Cl:1][C:2]1[CH:7]=[CH:6][C:5]([C:8]([CH2:14][N:15]2[CH:19]=[N:18][CH:17]=[N:16]2)([CH2:12][CH3:13])[C:9]([OH:11])=[O:10])=[CH:4][CH:3]=1.C(=O)([O-])[O-].[K+].[K+].[CH2:26](Br)[C:27]1[CH:32]=[CH:31][CH:30]=[CH:29][CH:28]=1>C(C(C)=O)C>[Cl:1][C:2]1[CH:7]=[CH:6][C:5]([C:8]([CH2:14][N:15]2[CH:19]=[N:18][CH:17]=[N:16]2)([CH2:12][CH3:13])[C:9]([O:11][CH2:26][C:27]2[CH:32]=[CH:31][CH:30]=[CH:29][CH:28]=2)=[O:10])=[CH:4][CH:3]=1 |f:1.2.3|. Procedure: To a 300 mL flask stirring under nitrogen was charged 4.19 g (0.015 mole) of 2-(4-chlorophenyl)-2-[(1,2,4-triazol-1-yl)methyl]-butanoic acid in 75 mL of methyl ethyl ketone. To the slurry was added 2.83 g (0.0157 mole) of potassium carbonate and the mixture was heated to reflux. After 30 minutes, 2.56 g (0.01575 mole) of benzyl bromide was added and the mixture was stirred at reflux for 2 hours then at 50° C. for 12 hours. After monitoring by GLC showed the consumption of starting material, the ... Reactants: O, O=S(=O)(O)O, N#C[SH]1SSc2csnc2SS1. Yields the product NC(=O)[SH]1SSc2csnc2SS1. As a reaction SMILES: [OH2:18].[S:13]([OH:14])(=[O:15])(=[O:16])[OH:17].[S:1]1[S:2][SH:3]([C:11]#[N:12])[S:4][S:5][c:6]2[c:7]1[cH:8][s:9][n:10]2>>[S:1]1[S:2][SH:3]([C:11]([NH2:12])=[O:14])[S:4][S:5][c:6]2[c:7]1[cH:8][s:9][n:10]2. Starting materials: CCOC(=O)CN(c1cccc([N+](=O)[O-])c1)S(=O)(=O)NC(C)(C)C, O=C(O)C(F)(F)F, C1COCCO1. The product is CCOC(=O)CN(c1cccc([N+](=O)[O-])c1)S(N)(=O)=O, O=C([O-])C(F)(F)F. As a reaction SMILES: [CH2:1]([CH3:2])[O:3][C:4]([CH2:5][N:6]([S:7](=[O:8])(=[O:9])[NH:10][C:11]([CH3:12])([CH3:13])[CH3:14])[c:15]1[cH:16][c:17]([N+:21](=[O:22])[O-:23])[cH:18][cH:19][cH:20]1)=[O:24].[F:25][C:26]([C:27](=[O:28])[OH:29])([F:30])[F:31].[O:32]1[CH2:33][CH2:34][O:35][CH2:36][CH2:37]1>>[CH2:1]([CH3:2])[O:3][C:4]([CH2:5][N:6]([S:7](=[O:8])(=[O:9])[NH2:10])[c:15]1[cH:16][c:17]([N+:21](=[O:22])[O-:23])[cH:18][cH:19][cH:20]1)=[O:24].[F:25][C:26]([C:27](=[O:28])[O-:29])([F:30])[F:31]. Starting materials: BrC=1C=CC2=C(C=C(O2)C(=O)OCC)C1 (Ethyl 5-bromo-benzofuran-2-carboxylate), S1C=C(C=C1)B(O)O (3-thiopheneboronic acid), C([O-])([O-])=O.[Na+].[Na+] (sodium carbonate), Cl (HCl). The reagents and catalysts are C=1C=CC(=CC1)[P](C=2C=CC=CC2)(C=3C=CC=CC3)[Pd]([P](C=4C=CC=CC4)(C=5C=CC=CC5)C=6C=CC=CC6)([P](C=7C=CC=CC7)(C=8C=CC=CC8)C=9C=CC=CC9)[P](C=1C=CC=CC1)(C=1C=CC=CC1)C=1C=CC=CC1 (tetrakis(triphenylphosphine)palladium). The solvent is O (water), O1CCOCC1 (dioxane). Conditions: temperature 100 celsius. Product: S1C=C(C=C1)C=1C=CC2=C(C=C(O2)C(=O)O)C1 (5-Thiophen-3-yl-benzofuran-2-carboxylic acid). Isolated yield 97.4%. Reaction SMILES: Br[C:2]1[CH:3]=[CH:4][C:5]2[O:9][C:8]([C:10]([O:12]CC)=[O:11])=[CH:7][C:6]=2[CH:15]=1.[S:16]1[CH:20]=[CH:19][C:18](B(O)O)=[CH:17]1.C(=O)([O-])[O-].[Na+].[Na+].Cl>O.C1C=CC([P]([Pd]([P](C2C=CC=CC=2)(C2C=CC=CC=2)C2C=CC=CC=2)([P](C2C=CC=CC=2)(C2C=CC=CC=2)C2C=CC=CC=2)[P](C2C=CC=CC=2)(C2C=CC=CC=2)C2C=CC=CC=2)(C2C=CC=CC=2)C2C=CC=CC=2)=CC=1.O1CCOCC1>[S:16]1[CH:20]=[CH:19][C:18]([C:2]2[CH:3]=[CH:4][C:5]3[O:9][C:8]([C:10]([OH:12])=[O:11])=[CH:7][C:6]=3[CH:15]=2)=[CH:17]1 |f:2.3.4,^1:35,37,56,75|. Procedure details: A mixture of ethyl 5-bromobenzofuran-2-carboxylate 15 (1.0 g, 3.7 mmole), 3-thiopheneboronic acid (0.52 g, 4.1 mmole), tetrakis(triphenylphosphine)palladium (0) (47 mg), sodium carbonate (1.30 g, 12.3 mmole) in water (10 ml), and dioxane (10 ml) was stirred under an atmosphere of argon and heated to 100° C. for 24 hrs. The mixture was cooled, acidified with 1 M HCl, extracted with ethyl acetate, washed with water, dried, and evaporated, to give about 0.88 g of 5-thiophen-3-yl-benzofuran-2-carbox... The reactants are Clc1ccc(CBr)c(Cl)n1, CC(=O)N1Cc2cc(F)c(Cl)nc2C=Cc2ccccc21. Product: CC(=O)N1Cc2ccc(Cl)nc2C=Cc2ccccc21. As a reaction SMILES: [Br:1][CH2:2][c:3]1[c:4]([Cl:5])[n:6][c:7]([Cl:8])[cH:9][cH:10]1.[C:11]([CH3:12])(=[O:13])[N:14]1[CH2:15][c:16]2[c:17]([n:26][c:27]([Cl:31])[c:28]([F:30])[cH:29]2)[CH:18]=[CH:19][c:20]2[c:21]1[cH:22][cH:23][cH:24][cH:25]2>>[C:11]([CH3:12])(=[O:13])[N:14]1[CH2:15][c:16]2[c:17]([n:26][c:27]([Cl:31])[cH:28][cH:29]2)[CH:18]=[CH:19][c:20]2[c:21]1[cH:22][cH:23][cH:24][cH:25]2. Reactants: ClC1=NC=C(N=C1)C1=C(C=CC(=C1)OC)F (2-chloro-5-(2-fluoro-5-methoxyphenyl) pyrazine), O.NN (hydrazine monohydrate). Product: N(N)C1=NC=C(N=C1)C1=C(C=CC(=C1)OC)F (2-hydrazino-5-(2-fluoro-5-methoxyphenyl)-pyrazine). As a reaction SMILES: Cl[C:2]1[CH:7]=[N:6][C:5]([C:8]2[CH:13]=[C:12]([O:14][CH3:15])[CH:11]=[CH:10][C:9]=2[F:16])=[CH:4][N:3]=1.O.[NH2:18][NH2:19]>>[NH:18]([C:2]1[CH:7]=[N:6][C:5]([C:8]2[CH:13]=[C:12]([O:14][CH3:15])[CH:11]=[CH:10][C:9]=2[F:16])=[CH:4][N:3]=1)[NH2:19] |f:1.2|. Procedure: An ethanolic solution of 2-chloro-5-(2-fluoro-5-methoxyphenyl) pyrazine and hydrazine monohydrate (10 equiv.) was refluxed under a N2 atmosphere for 6 h. The ethanol was removed under reduced pressure and the residue was partitioned between 5% HCl and CH2Cl2. The CH2Cl2 layer was extracted several times with 5% HCl and the combined aqueous portions were washed (1×) with CH2Cl2. The aqueous solution was made basic with 10N NaOH and then extracted (4×) with CH2Cl2. The combined CH2Cl2 portions wer...